This data is from the Open Reaction Database (ORD), a public repository of structured organic reaction records. The task is: describe an organic reaction: reactants, conditions, products, and yield Reactants: O(C1=CC=CC=C1)CC(=O)O (phenoxyacetic acid), ON1C(CCC1=O)=O (N-hydroxysuccinimide), C1(CCCCC1)N=C=NC1CCCCC1 (N,N'-dicyclohexylcarbodiimide). Run in C(C)(=O)OCC (ethyl acetate). Reaction conditions: time 1 hour. The product is O(C1=CC=CC=C1)CC(=O)ON1C(CCC1=O)=O (N-(phenoxyacetyloxy)succinimide). Isolated yield 60.2%. Reaction SMILES: [O:1]([CH2:8][C:9]([OH:11])=[O:10])[C:2]1[CH:7]=[CH:6][CH:5]=[CH:4][CH:3]=1.O[N:13]1[C:17](=[O:18])[CH2:16][CH2:15][C:14]1=[O:19].C1(N=C=NC2CCCCC2)CCCCC1>C(OCC)(=O)C>[O:1]([CH2:8][C:9]([O:11][N:13]1[C:17](=[O:18])[CH2:16][CH2:15][C:14]1=[O:19])=[O:10])[C:2]1[CH:7]=[CH:6][CH:5]=[CH:4][CH:3]=1. Reported procedure: A suspension of phenoxyacetic acid (15.2 g, 100 mmol) and N-hydroxysuccinimide (11.5 g, 100 mmol) in ethyl acetate (300 ml) was cooled in an ice bath, treated with N,N'-dicyclohexylcarbodiimide (20.6 g, 100 mmol) and stirred for 1 hour at 0° and then overnight at room temperature. The precipitate which formed was filtered; the filtrate was evaporated to dryness; and the residue was crystallized from ethyl acetate to yield 15.0 g of N-(phenoxyacetyloxy)succinimide. The reactants are CC(C)O, O=[N+]([O-])c1cccc(C2=NOC(c3cc(Cl)cc(Cl)c3)(C(F)(F)F)C2)c1, Cl, Cl[Sn]Cl. Yields the product Nc1cccc(C2=NOC(c3cc(Cl)cc(Cl)c3)(C(F)(F)F)C2)c1. As a reaction SMILES: [CH:31]([OH:32])([CH3:33])[CH3:34].[Cl:1][c:2]1[cH:3][c:4]([C:9]2([C:23]([F:24])([F:25])[F:26])[CH2:10][C:11]([c:14]3[cH:15][c:16]([N+:20]([O-:21])=[O:22])[cH:17][cH:18][cH:19]3)=[N:12][O:13]2)[cH:5][c:6]([Cl:8])[cH:7]1.[ClH:30].[Sn:27]([Cl:28])[Cl:29]>>[Cl:1][c:2]1[cH:3][c:4]([C:9]2([C:23]([F:24])([F:25])[F:26])[CH2:10][C:11]([c:14]3[cH:15][c:16]([NH2:20])[cH:17][cH:18][cH:19]3)=[N:12][O:13]2)[cH:5][c:6]([Cl:8])[cH:7]1. Reactants: CCCCn1c(=O)n(CCC(C)=O)c(=O)c2c1ncn2CCC, C#CCN(CCC)CCC. Yields the product CCCCn1c(=O)n(CCC(C)(O)C#CCN(CCC)CCC)c(=O)c2c1ncn2CCC. RXN SMILES: [CH2:1]([CH2:2][CH2:3][CH3:4])[n:5]1[c:6](=[O:23])[n:7]([CH2:18][CH2:19][C:20]([CH3:21])=[O:22])[c:8](=[O:17])[c:9]2[n:10]([CH2:14][CH2:15][CH3:16])[cH:11][n:12][c:13]12.[CH2:24]([CH2:25][CH3:26])[N:27]([CH2:28][CH2:29][CH3:30])[CH2:31][C:32]#[CH:33]>>[CH2:1]([CH2:2][CH2:3][CH3:4])[n:5]1[c:6](=[O:23])[n:7]([CH2:18][CH2:19][C:20]([CH3:21])([OH:22])[C:33]#[C:32][CH2:31][N:27]([CH2:24][CH2:25][CH3:26])[CH2:28][CH2:29][CH3:30])[c:8](=[O:17])[c:9]2[n:10]([CH2:14][CH2:15][CH3:16])[cH:11][n:12][c:13]12. Starting materials: O=C([O-])[O-], CN(C)C=O, CC(C)c1onc(-c2c(Cl)cccc2Cl)c1CCl, [Cs+], [Cs+], COC(=O)c1ccc2ccc(-c3ccc(O)cc3)cc2c1. Product: COC(=O)c1ccc2ccc(-c3ccc(OCc4c(-c5c(Cl)cccc5Cl)noc4C(C)C)cc3)cc2c1. As a reaction SMILES: [C:40](=[O:41])([O-:42])[O-:43].[CH3:46][N:47]([CH3:48])[CH:49]=[O:50].[Cl:1][CH2:2][c:3]1[c:4](-[c:11]2[c:12]([Cl:18])[cH:13][cH:14][cH:15][c:16]2[Cl:17])[n:5][o:6][c:7]1[CH:8]([CH3:9])[CH3:10].[Cs+:44].[Cs+:45].[OH:19][c:20]1[cH:21][cH:22][c:23](-[c:26]2[cH:27][cH:28][c:29]3[cH:30][cH:31][c:32]([C:36](=[O:37])[O:38][CH3:39])[cH:33][c:34]3[cH:35]2)[cH:24][cH:25]1>>[CH2:2]([c:3]1[c:4](-[c:11]2[c:12]([Cl:18])[cH:13][cH:14][cH:15][c:16]2[Cl:17])[n:5][o:6][c:7]1[CH:8]([CH3:9])[CH3:10])[O:19][c:20]1[cH:21][cH:22][c:23](-[c:26]2[cH:27][cH:28][c:29]3[cH:30][cH:31][c:32]([C:36](=[O:37])[O:38][CH3:39])[cH:33][c:34]3[cH:35]2)[cH:24][cH:25]1. The reactants are BrC1=CC2=C(NC1=O)N(N=C2)C2=C(C=CC=C2F)F (5-Bromo-1-(2,6-difluorophenyl)-1H-pyrazolo[3,4-b]pyridin-6(7H)-one), CI (MeI), [H-].[Na+] (NaH), [Br-].[Li+] (lithium bromide). Solvent: COCCOC (DME), CN(C)C=O (DMF). Reaction conditions: temperature 0 celsius, time 10 minute. The product is BrC1=CC2=C(N(C1=O)C)N(N=C2)C2=C(C=CC=C2F)F (5-bromo-1-(2,6-difluorophenyl)-7-methyl-1H-pyrazolo[3,4-b]pyridin-6(7H)-one). Isolated yield 44.7%. RXN SMILES: [Br:1][C:2]1[C:7](=[O:8])[NH:6][C:5]2[N:9]([C:12]3[C:17]([F:18])=[CH:16][CH:15]=[CH:14][C:13]=3[F:19])[N:10]=[CH:11][C:4]=2[CH:3]=1.[H-].[Na+].[Br-].[Li+].[CH3:24]I>COCCOC.CN(C=O)C>[Br:1][C:2]1[C:7](=[O:8])[N:6]([CH3:24])[C:5]2[N:9]([C:12]3[C:13]([F:19])=[CH:14][CH:15]=[CH:16][C:17]=3[F:18])[N:10]=[CH:11][C:4]=2[CH:3]=1 |f:1.2,3.4|. Procedure details: 5-Bromo-1-(2,6-difluorophenyl)-1H-pyrazolo[3,4-b]pyridin-6(7H)-one (11.3 g, 34.7 mmol) in DME (78 mL) and DMF (7.7 mL) was cooled to 0° C. under argon. NaH (1.24 g of 95% wt., 49 mmol) was then added in small portions and the solution was allowed to stir at 0° C. for 10 min. Finely ground lithium bromide (8.83 g, 102 mmol) was then added and the solution stirred at RT for 20 min at which point MeI (4.37 ml, 68.9 mmol) was added. The suspension was heated at 40° C. for 16 h then cooled to RT. The... The reactants are [BH4-], CO, CC1Cc2ccc3ccccc3c2C1=O, [Na+], O. Product: CC1Cc2ccc3ccccc3c2C1O. Reaction SMILES: [BH4-:1].[CH3:19][OH:20].[CH3:3][CH:4]1[CH2:5][c:6]2[cH:7][cH:8][c:9]3[c:10]([c:11]2[C:12]1=[O:13])[cH:14][cH:15][cH:16][cH:17]3.[Na+:2].[OH2:18]>>[CH3:3][CH:4]1[CH2:5][c:6]2[cH:7][cH:8][c:9]3[c:10]([c:11]2[CH:12]1[OH:13])[cH:14][cH:15][cH:16][cH:17]3. Reagents/catalysts: CC(=O)[O-].CC(=O)[O-].CC(=O)[O-].CC(=O)[O-].[Rh+2].[Rh+2] (rhodium(II)-acetate dimer). Isolated yield 99.2%. The solvent is C(Cl)Cl (DCM). Reactants: CS(=O)CC1=CC(=CC=C1)[N+](=O)[O-] ((rac)-1-[(methylsulfinyl)methyl]-3-nitrobenzene), FC(C(=O)N)(F)F (trifluoroacetamide), [O-2].[Mg+2] (magnesium oxide), C(C)(=O)O.C(C)(=O)O.IC1=CC=CC=C1 (iodobenzene diacetate). RXN SMILES: [CH3:1][S:2]([CH2:4][C:5]1[CH:10]=[CH:9][CH:8]=[C:7]([N+:11]([O-:13])=[O:12])[CH:6]=1)=[O:3].[F:14][C:15]([F:20])([F:19])[C:16]([NH2:18])=[O:17].[O-2].[Mg+2].C(O)(=O)C.C(O)(=O)C.IC1C=CC=CC=1>C(Cl)Cl.CC([O-])=O.CC([O-])=O.CC([O-])=O.CC([O-])=O.[Rh+2].[Rh+2]>[F:14][C:15]([F:20])([F:19])[C:16]([N:18]=[S:2]([CH3:1])([CH2:4][C:5]1[CH:10]=[CH:9][CH:8]=[C:7]([N+:11]([O-:13])=[O:12])[CH:6]=1)=[O:3])=[O:17] |f:2.3,4.5.6,8.9.10.11.12.13|. Run at time 16 hour. The product is FC(C(=O)N=S(=O)(CC1=CC(=CC=C1)[N+](=O)[O-])C)(F)F ((rac)-2,2,2-Trifluoro-N-[methyl(3-nitrobenzyl)oxido-λ6-sulfanylidene]acetamide). Procedure details: To a suspension of (rac)-1-[(methylsulfinyl)methyl]-3-nitrobenzene (16.6 g; 83.1 mmol), trifluoroacetamide (18.8 g; 166.1 mmol), magnesium oxide (13.4 g; 332.3 mmol) and rhodium(II)-acetate dimer (1.7 g; 8.3 mmol) in DCM (2290 mL) was added iodobenzene diacetate (40.1 g; 124.6 mmol) at room temperature. The batch was stirred for 16 hours at room temperature, filtered and concentrated. The residue was purified by chromatography (DCM/ethanol 97:3) to give the desired product (25.6 g; 82.4 mmol).